From a dataset of the Open Reaction Database (ORD), a public repository of structured organic reaction records. describe an organic reaction: reactants, conditions, products, and yield The reactants are C(C)(=O)C1=C(C(=C(CSC2=NN=C(S2)SCC2=CC=C(OCC(=O)OCC)C=C2)C=C1)CCC)O (ethyl [p-[[[5-[(4-acetyl-3-hydroxy-2-propylbenzyl)thio]-1,3,4-thiadiazol-2-yl]thio]methyl]phenoxy]acetate), Cl (hydrochloric acid), [OH-].[Na+] (sodium hydroxide), [OH-].[Na+] (sodium hydroxide), C(C)(=O)OCC (ethyl acetate). Solvent: CO (methanol). Run at time 1 minute. Yields the product C(C)(=O)C1=C(C(=C(CSC2=NN=C(S2)SCC2=CC=C(OCC(=O)O)C=C2)C=C1)CCC)O ([p-[[[5-[(4-acetyl-3-hydroxy-2-propylbenzyl)thio]-1,3,4-thiadiazol-2-yl]thio]methyl]phenoxy]acetic acid). Yield: 79.2%. RXN SMILES: [C:1]([C:4]1[CH:31]=[CH:30][C:7]([CH2:8][S:9][C:10]2[S:14][C:13]([S:15][CH2:16][C:17]3[CH:29]=[CH:28][C:20]([O:21][CH2:22][C:23]([O:25]CC)=[O:24])=[CH:19][CH:18]=3)=[N:12][N:11]=2)=[C:6]([CH2:32][CH2:33][CH3:34])[C:5]=1[OH:35])(=[O:3])[CH3:2].[OH-].[Na+].C(OCC)(=O)C.Cl>CO>[C:1]([C:4]1[CH:31]=[CH:30][C:7]([CH2:8][S:9][C:10]2[S:14][C:13]([S:15][CH2:16][C:17]3[CH:18]=[CH:19][C:20]([O:21][CH2:22][C:23]([OH:25])=[O:24])=[CH:28][CH:29]=3)=[N:12][N:11]=2)=[C:6]([CH2:32][CH2:33][CH3:34])[C:5]=1[OH:35])(=[O:3])[CH3:2] |f:1.2|. Reported procedure: In 2 ml of 90% methanol was suspended 0.20 g of ethyl [p-[[[5-[(4-acetyl-3-hydroxy-2-propylbenzyl)thio]-1,3,4-thiadiazol-2-yl]thio]methyl]phenoxy]acetate obtained in Example 26. Further 1 ml of a 1N aqueous sodium hydroxide solution was added to the suspension followed by stirring at room temperature for 1 minute. An aqueous sodium hydroxide solution and ethyl acetate were added to the reaction mixture to fractionate. The aqueous phase was made acidic with a 1N hydrochloric acid and extracted wi... The reactants are OCCCC1=CC(=C(C=C1)[C@@H]1CC[C@H](CC1)NC)CNC (trans-4-[4-(3-hydroxypropyl)methylaminomethyl-phenyl)-N-methylcyclohexylamine), alumina ethyl acetate methanol, N,N'-carbonyldiimidazole, C(CCC#C)(=O)O (4-pentynoic acid). The product is OCCCC1=CC(=C(C=C1)[C@@H]1CC[C@H](CC1)N(C(CCC#C)=O)C)CNC (trans-4-[4-(3-hydroxypropyl)methylaminomethylphenyl]-N-methyl-N-(4-pentynoyl)cyclohexylamine). RXN SMILES: [OH:1][CH2:2][CH2:3][CH2:4][C:5]1[CH:10]=[CH:9][C:8]([C@H:11]2[CH2:16][CH2:15][C@H:14]([NH:17][CH3:18])[CH2:13][CH2:12]2)=[C:7]([CH2:19][NH:20][CH3:21])[CH:6]=1.[C:22]([OH:28])(=O)[CH2:23][CH2:24][C:25]#[CH:26]>>[OH:1][CH2:2][CH2:3][CH2:4][C:5]1[CH:10]=[CH:9][C:8]([C@H:11]2[CH2:16][CH2:15][C@H:14]([N:17]([CH3:18])[C:22](=[O:28])[CH2:23][CH2:24][C:25]#[CH:26])[CH2:13][CH2:12]2)=[C:7]([CH2:19][NH:20][CH3:21])[CH:6]=1. Procedure details: from trans-4-[4-(3-hydroxypropyl)methylaminomethyl-phenyl)-N-methylcyclohexylamine, N,N'-carbonyldiimidazole and 4-pentynoic acid. Oil. Rf value: 0.66 (alumina/ethyl acetate/methanol=100:1, v:v). Starting materials: [H-].[Na+] (Sodium hydride), COC(CNC1=CC=C(C=C1)O)OC (4-(2,2-dimethoxyethyl-amino)phenol), CN(CCCl)C (2-dimethylaminoethyl chloride). Run in C(C)(=O)OCC (ethyl acetate), CN(C=O)C (dimethylformamide). Conditions: time 30 minute. The product is COC(CNC1=CC=C(C=C1)OCCN(C)C)OC ((2,2-Dimethoxyethyl)-[4-(2-dimethylaminoethoxy)phenyl]amine). Reaction SMILES: [H-].[Na+].[CH3:3][O:4][CH:5]([O:15][CH3:16])[CH2:6][NH:7][C:8]1[CH:13]=[CH:12][C:11]([OH:14])=[CH:10][CH:9]=1.[CH3:17][N:18]([CH3:22])[CH2:19][CH2:20]Cl>CN(C)C=O.C(OCC)(=O)C>[CH3:16][O:15][CH:5]([O:4][CH3:3])[CH2:6][NH:7][C:8]1[CH:13]=[CH:12][C:11]([O:14][CH2:20][CH2:19][N:18]([CH3:22])[CH3:17])=[CH:10][CH:9]=1 |f:0.1|. Procedure details: Sodium hydride (1.57 g) was added to a solution of 4-(2,2-dimethoxyethyl-amino)phenol (4.3 g) in dimethylformamide (25 mL). After 30 minutes, 2-dimethylaminoethyl chloride (hydrochloride, 3.14 g) was added. After 12 hours, the reaction solution was diluted with ethyl acetate and washed with water. The organic phase was dried and concentrated. The residue was purified by MPLC (eluent: dichloromethane/methanol/ammonia solution 95:4.9:0.1). The product with the molecular weight of 268.36 (C14H24N2O... Starting materials: N1=CC=C(C=C1)C=1C=CC(NC1)=O (5-(4-pyridinyl)-2(1H)-pyridinone), O=C1C(C#N)=CC(=CN1)C1=CC=NC=C1 (1,2-dihydro-2-oxo-5-(4-pyridinyl)-nicotinonitrile), [OH-].[NH4+] (ammonium hydroxide), S(O)(O)(=O)=O (sulfuric acid), S(O)(O)(=O)=O (sulfuric acid), [N+](=O)(O)[O-] (nitric acid), mixture, O=C1C(C#N)=CC(=CN1)C1=CC=NC=C1 (1,2-dihydro-2-oxo-5-(4-pyridinyl)-nicotinonitrile), S(O)(O)(=O)=O (sulfuric acid), N1=CC=C(C=C1)C=1C=CC(NC1)=O (5-(4-pyridinyl)-2(1H)-pyridinone). Run in O (water), O (water), O (water). Reaction conditions: temperature 80 celsius. The product is [N+](=O)([O-])C=1C(NC=C(C1)C1=CC=NC=C1)=O (3-nitro-5-(4-pyridinyl)-2(1H)-pyridinone). As a reaction SMILES: [O:1]=[C:2]1[NH:9][CH:8]=[C:7]([C:10]2[CH:15]=[CH:14][N:13]=[CH:12][CH:11]=2)[CH:6]=[C:3]1C#N.S(=O)(=O)(O)O.[OH-].[NH4+].N1C=CC(C2C=CC(=O)NC=2)=CC=1.[N+:36]([O-])([OH:38])=[O:37]>O>[N+:36]([C:3]1[C:2](=[O:1])[NH:9][CH:8]=[C:7]([C:10]2[CH:15]=[CH:14][N:13]=[CH:12][CH:11]=2)[CH:6]=1)([O-:38])=[O:37] |f:2.3|. Reported procedure: Alternatively, 3-nitro-5-(4-pyridinyl)-2(1H)-pyridinone is prepared step-wise starting with 1,2-dihydro-2-oxo-5-(4-pyridinyl)-nicotinonitrile as follows: A mixture containing 197 g. of 1,2-dihydro-2-oxo-5-(4-pyridinyl)-nicotinonitrile, 600 ml. of concentrated sulfuric acid and 150 liters of water was refluxed for twenty-four hours, cooled and poured into 10 liters of a mixture of ice and water. The mixture was neutralized with ammonium hydroxide and the separated precipitate was collected, washe... Reactants: COc1c(C=O)cc2ccccc2n1, CC1=CN=C(C=C1)N, [C-]#[N+]C1CCCCC1. Reagents/catalysts: O=C(O)C(F)(F)F (trifluoroacetic acid). Solvent: CC(C)O (isopropyl alcohol), CC(C)O (isopropylalcohol). Conditions: temperature 22 celsius, time 20 hour. The product is Cc1ccc2nc(c3cc4ccccc4nc3OC)c(NC3CCCCC3)n2c1. Yield: 60.8%. Reaction SMILES: CC1=CC=C(N)N=C1.[C-]#[N+]C1CCCCC1.COC1=C(C=O)C=C2C=CC=CC2=N1>>COC1=C(C=C2C=CC=CC2=N1)C1=C(NC2CCCCC2)N2C=C(C)C=CC2=N1. The reactants are C1(CCCC1)NC=1C=CC=C2C=C(NC12)C=1SCC(N1)CC(=O)O ([(7-Cyclopentylamino-1H-indol-2-yl)-4,5-dihydro-thiazol-4-yl]acetic acid), ONC(=N)N1CCCCC1 (N-hydroxypiperidinecarboxamidine). The product is C1(CCCC1)NC=1C=CC=C2C=C(NC12)C=1SC[C@H](N1)CC1=NC(=NO1)N1CCCCC1 (Cyclopentyl-{2-[(R)-4-(3-piperidin-1-yl-[1,2,4]oxadiazol-5-ylmethyl)-4,5-dihydro-thiazol-2-yl]-1H-indol-7-yl}-amine). Reaction SMILES: [CH:1]1([NH:6][C:7]2[CH:8]=[CH:9][CH:10]=[C:11]3[C:15]=2[NH:14][C:13]([C:16]2[S:17][CH2:18][CH:19]([CH2:21][C:22]([OH:24])=O)[N:20]=2)=[CH:12]3)[CH2:5][CH2:4][CH2:3][CH2:2]1.O[NH:26][C:27]([N:29]1[CH2:34][CH2:33][CH2:32][CH2:31][CH2:30]1)=[NH:28]>>[CH:1]1([NH:6][C:7]2[CH:8]=[CH:9][CH:10]=[C:11]3[C:15]=2[NH:14][C:13]([C:16]2[S:17][CH2:18][C@@H:19]([CH2:21][C:22]4[O:24][N:28]=[C:27]([N:29]5[CH2:34][CH2:33][CH2:32][CH2:31][CH2:30]5)[N:26]=4)[N:20]=2)=[CH:12]3)[CH2:5][CH2:4][CH2:3][CH2:2]1. Procedure details: [(7-Cyclopentylamino-1H-indol-2-yl)-4,5-dihydro-thiazol-4-yl]acetic acid prepared in Example 75 and N-hydroxypiperidinecarboxamidine were reacted according to the same procedure as Example 262 to give the title compound.